Task: describe an organic reaction: reactants, conditions, products, and yield. Dataset: the Open Reaction Database (ORD), a public repository of structured organic reaction records The reactants are CC=CC1C(C(=O)O)C1(C)C, Cc1ccccc1, OCc1c(F)c(F)cc(F)c1F, CC(C)OC(=O)N=NC(=O)OC(C)C, C1CCOC1, c1ccc(P(c2ccccc2)c2ccccc2)cc1. Product: CC=CC1C(C(=O)OCc2c(F)c(F)cc(F)c2F)C1(C)C. As a reaction SMILES: [CH3:1][C:2]1([CH3:11])[CH:3]([C:8](=[O:9])[OH:10])[CH:4]1[CH:5]=[CH:6][CH3:7].[CH3:57][c:58]1[cH:59][cH:60][cH:61][cH:62][cH:63]1.[F:12][c:13]1[c:14]([CH2:22][OH:23])[c:15]([F:21])[c:16]([F:20])[cH:17][c:18]1[F:19].[O:43]=[C:44]([O:45][CH:46]([CH3:47])[CH3:48])[N:49]=[N:50][C:51]([O:52][CH:53]([CH3:54])[CH3:55])=[O:56].[O:64]1[CH2:65][CH2:66][CH2:67][CH2:68]1.[c:24]1([P:25]([c:26]2[cH:27][cH:28][cH:29][cH:30][cH:31]2)[c:32]2[cH:33][cH:34][cH:35][cH:36][cH:37]2)[cH:38][cH:39][cH:40][cH:41][cH:42]1>>[CH3:1][C:2]1([CH3:11])[CH:3]([C:8](=[O:9])[O:10][CH2:22][c:14]2[c:13]([F:12])[c:18]([F:19])[cH:17][c:16]([F:20])[c:15]2[F:21])[CH:4]1[CH:5]=[CH:6][CH3:7]. The reactants are O (water), BrC(C(=O)O)CCOCCOC (2-bromo-4-(2-methoxyethoxy)butanoic acid), NC=1SC=C(N1)C (2-amino-4-methylthiazole), CCN(C(C)C)C(C)C (DIPEA). Run in S(=O)(Cl)Cl (thionyl chloride), C(Cl)Cl (DCM). Product: BrC(C(=O)NC=1SC=C(N1)C)CCOCCOC (2-bromo-4-(2-methoxyethoxy)-N-(4-methyl-1,3-thiazol-2-yl)butanamide). Isolated yield 37.5%. As a reaction SMILES: [Br:1][CH:2]([CH2:6][CH2:7][O:8][CH2:9][CH2:10][O:11][CH3:12])[C:3]([OH:5])=O.[NH2:13][C:14]1[S:15][CH:16]=[C:17]([CH3:19])[N:18]=1.CCN(C(C)C)C(C)C.O>S(Cl)(Cl)=O.C(Cl)Cl>[Br:1][CH:2]([CH2:6][CH2:7][O:8][CH2:9][CH2:10][O:11][CH3:12])[C:3]([NH:13][C:14]1[S:15][CH:16]=[C:17]([CH3:19])[N:18]=1)=[O:5]. Procedure details: A stirred solution of 2-bromo-4-(2-methoxyethoxy)butanoic acid (Step 4) (200 mg, 0.83 mmol) in thionyl chloride (4 mL) was refluxed for 30 minutes. The reaction mixture was concentrated in vacuo to remove excess thionyl chloride. The residue was dissolved in DCM (2 mL) and was added slowly to a stirred solution of 2-amino-4-methylthiazole (99.5 mg, 0.871 mmol) and DIPEA (117.9 mg, 0.913 mmol) in DCM (4 mL). The reaction mixture was kept at ambient temperature for 1 h before water was added and t... The reactants are ClC1=C(C=C(C=C1)Cl)[C@H]([C@H]1CN(CCO1)CC1=CC=CC=C1)SC1=CC=CC=C1 ((2R)-2-((R)-[2,5-dichlorophenyl][phenylthio]methyl)-4-benzylmorpholine), CCN(C(C)C)C(C)C (Hunig's base), ClC(=O)OC(C)Cl (α-chloroethyl chloroformate). Product: Cl.ClC1=C(C=C(C=C1)Cl)[C@H]([C@H]1CNCCO1)SC1=CC=CC=C1 ((2R)-2-((R)-[2,5-dichlorophenyl][phenylthio]methyl)morpholine hydrochloride). Yield: 178.5%. RXN SMILES: [Cl:1][C:2]1[CH:7]=[CH:6][C:5]([Cl:8])=[CH:4][C:3]=1[C@@H:9]([S:23][C:24]1[CH:29]=[CH:28][CH:27]=[CH:26][CH:25]=1)[C@@H:10]1[O:15][CH2:14][CH2:13][N:12](CC2C=CC=CC=2)[CH2:11]1.CCN(C(C)C)C(C)C.ClC(OC(Cl)C)=O>>[ClH:1].[Cl:1][C:2]1[CH:7]=[CH:6][C:5]([Cl:8])=[CH:4][C:3]=1[C@@H:9]([S:23][C:24]1[CH:25]=[CH:26][CH:27]=[CH:28][CH:29]=1)[C@@H:10]1[O:15][CH2:14][CH2:13][NH:12][CH2:11]1 |f:3.4|. Reported procedure: Debenzylation of (2R)-2-((R)-[2,5-dichlorophenyl][phenylthio]methyl)-4-benzylmorpholine (174 mg, 0.39 mmol) with polymer supported Hunig's base (0.20 g, 0.78 mmol) and α-chloroethyl chloroformate (111 mg, 0.78 mmol) following the procedure described in example 1(iv) gave after SCX chromatography the product as an oil (136 mg). Reactants: C([O-])([O-])=O.[Cs+].[Cs+] (Cesium carbonate), OC1=C(C#N)C=CC(=C1)CN1C=NC=C1 (2-Hydroxy-4-imidazol-1-ylmethyl-benzonitrile), BrCC=1C=CC(=NC1)N1C(C=CC(=C1)Cl)=O (5′-bromomethyl-5-chloro-[1,2′]bipyridinyl-2-one). Run in CN(C)C=O (DMF). Conditions: time 8 hour. Yields the product ClC=1C=CC(N(C1)C1=NC=C(C=C1)COC1=C(C#N)C=CC(=C1)CN1C=NC=C1)=O (2-(5-Chloro-2-oxo-2H-[1,2′]bipyridinyl-5′-ylmethoxy)-4-imidazol-1-ylmethyl-benzonitrile). Reaction SMILES: C(=O)([O-])[O-].[Cs+].[Cs+].[OH:7][C:8]1[CH:15]=[C:14]([CH2:16][N:17]2[CH:21]=[CH:20][N:19]=[CH:18]2)[CH:13]=[CH:12][C:9]=1[C:10]#[N:11].Br[CH2:23][C:24]1[CH:25]=[CH:26][C:27]([N:30]2[CH:35]=[C:34]([Cl:36])[CH:33]=[CH:32][C:31]2=[O:37])=[N:28][CH:29]=1>CN(C=O)C>[Cl:36][C:34]1[CH:33]=[CH:32][C:31](=[O:37])[N:30]([C:27]2[CH:26]=[CH:25][C:24]([CH2:23][O:7][C:8]3[CH:15]=[C:14]([CH2:16][N:17]4[CH:21]=[CH:20][N:19]=[CH:18]4)[CH:13]=[CH:12][C:9]=3[C:10]#[N:11])=[CH:29][N:28]=2)[CH:35]=1 |f:0.1.2|. Procedure details: Cesium carbonate (0.123 g, 0.376 mmol) was added to a solution of 2-hydroxy-4-imidazol-1-ylmethyl-benzonitrile (as described in Example 4, Step F) (0.050 g, 0.25 mmol) and 5′-bromomethyl-5-chloro-[1,2′]bipyridinyl-2-one (Step H) (0.079 g, 0.263 mmol) in anhydrous DMF (5 mL) and stirred at ambient temperature overnight. The reaction mixture was partitioned between EtOAc and aqueous saturated NaHCO3 solution, the organic layer separated, washed with H2O, brine and dried (MgSO4). Filtration and con...